Dataset: the Open Reaction Database (ORD), a public repository of structured organic reaction records. Task: describe an organic reaction: reactants, conditions, products, and yield Reactants: CN(C)CCN, c1cc2c(s1)CCCC2=NOCC1CO1. The product is CN(C)CCNCC(O)CON=C1CCCc2sccc21. Reaction SMILES: [CH3:16][N:17]([CH2:18][CH2:19][NH2:20])[CH3:21].[O:1]1[CH:2]([CH2:3][O:4][N:5]=[C:6]2[CH2:7][CH2:8][CH2:9][c:10]3[s:11][cH:12][cH:13][c:14]32)[CH2:15]1>>[OH:1][CH:2]([CH2:3][O:4][N:5]=[C:6]1[CH2:7][CH2:8][CH2:9][c:10]2[s:11][cH:12][cH:13][c:14]21)[CH2:15][NH:20][CH2:19][CH2:18][N:17]([CH3:16])[CH3:21]. Reported procedure: Titanium(IV) isopropoxide (234 μL, 0.800 mmol) was added dropwise to a mixture of 2-ethoxy-4-(5-formylpyridin-3-yl)benzonitrile (101 mg, 0.400 mmol), ethanesulfonamide (52.4 mg, 0.480 mmol) in toluene (20 mL). The resulting mixture was heated at 140° C. for 2 hr. After concentration, the residue was dissolved in CH2Cl2 (10 mL) and sodium triacetoxyborohydride (254 mg, 1.200 mmol) was added at room temperature. The resulting mixture was stirred overnight, and quenched with NaHCO3 solution. After ... The yield is 72.4%. Solvent: C1(=CC=CC=C1)C (toluene). Starting materials: C(C)OC1=C(C#N)C=CC(=C1)C=1C=NC=C(C1)C=O (2-ethoxy-4-(5-formylpyridin-3-yl)benzonitrile), C(C)S(=O)(=O)N (ethanesulfonamide), C(C)(=O)O[BH-](OC(C)=O)OC(C)=O.[Na+] (sodium triacetoxyborohydride). Reagents/catalysts: CC([O-])C.[Ti+4].CC([O-])C.CC([O-])C.CC([O-])C (Titanium(IV) isopropoxide). Reaction SMILES: [CH2:1]([O:3][C:4]1[CH:11]=[C:10]([C:12]2[CH:13]=[N:14][CH:15]=[C:16]([CH:18]=O)[CH:17]=2)[CH:9]=[CH:8][C:5]=1[C:6]#[N:7])[CH3:2].[CH2:20]([S:22]([NH2:25])(=[O:24])=[O:23])[CH3:21].C(O[BH-](OC(=O)C)OC(=O)C)(=O)C.[Na+]>C1(C)C=CC=CC=1.CC(C)[O-].[Ti+4].CC(C)[O-].CC(C)[O-].CC(C)[O-]>[C:6]([C:5]1[CH:8]=[CH:9][C:10]([C:12]2[CH:17]=[C:16]([CH2:18][NH:25][S:22]([CH2:20][CH3:21])(=[O:24])=[O:23])[CH:15]=[N:14][CH:13]=2)=[CH:11][C:4]=1[O:3][CH2:1][CH3:2])#[N:7] |f:2.3,5.6.7.8.9|. The product is C(#N)C1=C(C=C(C=C1)C=1C=C(C=NC1)CNS(=O)(=O)CC)OCC (N-((5-(4-cyano-3-ethoxyphenyl)pyridin-3-yl)methyl)ethane sulfonamide). Conditions: temperature 140 celsius, time 8 hour. The reactants are COCCOC, CCOC(C)=O, O=C(Nc1cccc(-c2nn3ccccc3c2-c2ccnc(Cl)n2)c1)c1c(F)cccc1F, COCCOc1ccc(N)cc1Cl, Cl, O. Yields the product COCCOc1ccc(Nc2nccc(-c3c(-c4cccc(NC(=O)c5c(F)cccc5F)c4)nn4ccccc34)n2)cc1Cl. RXN SMILES: [CH3:47][O:48][CH2:49][CH2:50][O:51][CH3:52].[CH3:54][CH2:55][O:56][C:57]([CH3:58])=[O:59].[Cl:1][c:2]1[n:3][cH:4][cH:5][c:6](-[c:8]2[c:9](-[c:17]3[cH:18][c:19]([NH:23][C:24]([c:25]4[c:26]([F:32])[cH:27][cH:28][cH:29][c:30]4[F:31])=[O:33])[cH:20][cH:21][cH:22]3)[n:10][n:11]3[c:12]2[cH:13][cH:14][cH:15][cH:16]3)[n:7]1.[Cl:34][c:35]1[cH:36][c:37]([NH2:38])[cH:39][cH:40][c:41]1[O:42][CH2:43][CH2:44][O:45][CH3:46].[ClH:53].[OH2:60]>>[c:2]1([NH:38][c:37]2[cH:36][c:35]([Cl:34])[c:41]([O:42][CH2:43][CH2:44][O:45][CH3:46])[cH:40][cH:39]2)[n:3][cH:4][cH:5][c:6](-[c:8]2[c:9](-[c:17]3[cH:18][c:19]([NH:23][C:24]([c:25]4[c:26]([F:32])[cH:27][cH:28][cH:29][c:30]4[F:31])=[O:33])[cH:20][cH:21][cH:22]3)[n:10][n:11]3[c:12]2[cH:13][cH:14][cH:15][cH:16]3)[n:7]1. Product: O=C1C2(CCCN2C=2C=CC(=NC2)OC=2C=C3C=NN(C3=CC2)C2=CC=C(C#N)C=C2)C(NC(N1)=O)=O (4-{5-[5-(6,8,10-TRIOXO-1,7,9-TRIAZA-SPIRO[4.5]DEC-1-YL)-PYRIDIN-2-YLOXY]-INDAZOL-1-YL}-BENZONITRILE). Run at temperature 70 celsius. As a reaction SMILES: C(O[C:4](=[O:36])[CH:5]([NH:11][C:12]1[CH:13]=[N:14][C:15]([O:18][C:19]2[CH:20]=[C:21]3[C:25](=[CH:26][CH:27]=2)[N:24]([C:28]2[CH:33]=[CH:32][C:31]([C:34]#[N:35])=[CH:30][CH:29]=2)[N:23]=[CH:22]3)=[CH:16][CH:17]=1)[C:6](OCC)=[O:7])C.NC1C=C[C:41]([O:44]C2C=C3C(=CC=2)N(C2C=CC(C#N)=CC=2)N=C3)=[N:42]C=1.BrCC[C:65]([CH2:72][CH3:73])(C([O-])=O)C([O-])=O.C[N:75](C)C1C=CC=CC=1>>[O:7]=[C:6]1[NH:75][C:41](=[O:44])[NH:42][C:4](=[O:36])[C:5]21[N:11]([C:12]1[CH:17]=[CH:16][C:15]([O:18][C:19]3[CH:20]=[C:21]4[C:25](=[CH:26][CH:27]=3)[N:24]([C:28]3[CH:29]=[CH:30][C:31]([C:34]#[N:35])=[CH:32][CH:33]=3)[N:23]=[CH:22]4)=[N:14][CH:13]=1)[CH2:65][CH2:72][CH2:73]2. Starting materials: C(C)OC(C(C(=O)OCC)NC=1C=NC(=CC1)OC=1C=C2C=NN(C2=CC1)C1=CC=C(C=C1)C#N)=O (2-{6-[1-(4-Cyano-phenyl)-1H-indazol-5-yloxy]-pyridin-3-ylamino}-malonic acid diethyl ester), CN(C1=CC=CC=C1)C (N,N-dimethylaniline), NC=1C=CC(=NC1)OC=1C=C2C=NN(C2=CC1)C1=CC=C(C#N)C=C1 (4-[5-(5-Amino-pyridin-2-yloxy)-indazol-1-yl]-benzonitrile), BrCCC(C(=O)[O-])(C(=O)[O-])CC (bromodiethylmalonate). Procedure: 2-{6-[1-(4-Cyano-phenyl)-1H-indazol-5-yloxy]-pyridin-3-ylamino}-malonic acid diethyl ester can be prepared by combining 4-[5-(5-Amino-pyridin-2-yloxy)-indazol-1-yl]-benzonitrile (11.4 mmol), bromodiethylmalonate (11.4 mmol), and N,N-dimethylaniline (11.4 mmol) in a flame dried flask and heated to 70° C. for 3.5 hours. The mixture is cooled to room temperature, adsorbed to silica gel and chromatographed (gradient elution, ethyl acetate-hexanes) to afford the title compound. The reactants are Br, O=C(O)C12CC3CC(CC(C3)C1)C2, CCOC(=O)Cn1c(=N)sc2ccccc21. Yields the product CCOC(=O)Cn1c(=NC(=O)C23CC4CC(CC(C4)C2)C3)sc2ccccc21. RXN SMILES: [BrH:1].[C:18]12([C:28](=[O:29])[OH:30])[CH2:19][CH:20]3[CH2:21][CH:22]([CH2:23][CH:24]([CH2:25]1)[CH2:26]3)[CH2:27]2.[CH2:2]([CH3:3])[O:4][C:5]([CH2:6][n:7]1[c:8](=[NH:16])[s:9][c:10]2[c:11]1[cH:12][cH:13][cH:14][cH:15]2)=[O:17]>>[CH2:2]([CH3:3])[O:4][C:5]([CH2:6][n:7]1[c:8](=[N:16][C:28]([C:18]23[CH2:19][CH:20]4[CH2:21][CH:22]([CH2:23][CH:24]([CH2:25]2)[CH2:26]4)[CH2:27]3)=[O:29])[s:9][c:10]2[c:11]1[cH:12][cH:13][cH:14][cH:15]2)=[O:17]. Reactants: Cl (Hydrogen chloride), C(C)(C)(C)OC(=O)N1CCC(CC1)NC1=C(C=C(C=C1)C(=O)OC(C)(C)C)[N+](=O)[O-] (4-(4-tert-Butoxycarbonyl-2-nitrophenylamino)piperidine-1-carboxylic acid tert-butyl ester), CO.C(Cl)Cl (MeOH CH2Cl2). The solvent is O1CCOCC1 (1,4-dioxane). Run at time 12 hour. Yields the product C(C)(C)(C)OC(C1=CC(=C(C=C1)NC1CCNCC1)[N+](=O)[O-])=O (3-Nitro-4-(piperidin-4-ylamino)benzoic acid tert-butyl ester). RXN SMILES: Cl.C(OC([N:9]1[CH2:14][CH2:13][CH:12]([NH:15][C:16]2[CH:21]=[CH:20][C:19]([C:22]([O:24][C:25]([CH3:28])([CH3:27])[CH3:26])=[O:23])=[CH:18][C:17]=2[N+:29]([O-:31])=[O:30])[CH2:11][CH2:10]1)=O)(C)(C)C.CO.C(Cl)Cl>O1CCOCC1>[C:25]([O:24][C:22](=[O:23])[C:19]1[CH:20]=[CH:21][C:16]([NH:15][CH:12]2[CH2:13][CH2:14][NH:9][CH2:10][CH2:11]2)=[C:17]([N+:29]([O-:31])=[O:30])[CH:18]=1)([CH3:28])([CH3:26])[CH3:27] |f:2.3|. Procedure: Hydrogen chloride (1 mL, 4M in 1,4-dioxane) was added to a solution of (43) (0.1 g, 0.24 mmol) in 1,4-dioxane (5 mL) at 25° C. After 12 h, the reaction mixture was evaporated to a bright yellow solid residue which was basicified with NaOH(aq). The aqueous solution was extracted with EtOAc (3×50 mL). The combined organic layers were dried (Na2SO4), filtered, and concentrated in vacuo to give a yellow oily residue which was used in the next reaction without further purification (0.045 g, 59%): TLC...